Dataset: the Open Reaction Database (ORD), a public repository of structured organic reaction records. Task: describe an organic reaction: reactants, conditions, products, and yield The reactants are C(C(=O)Cl)(=O)Cl (Oxalyl chloride), COC1=C(C=CC(=C1)C(=O)O)C1=C(C=CC=C1)C (2-methoxy-2′-methylbiphenyl-4-carboxylic acid), ON=C(N)C1=C(C=CC=C1)OC (N′-Hydroxy-2-methoxybenzenecarboximidamide), CCN(C(C)C)C(C)C (DIEA). The product is COC1=C(C=CC(=C1)C1=NC(=NO1)C1=C(C=CC=C1)OC)C1=C(C=CC=C1)C (5-(2-methoxy-2′-methylbiphenyl-4-yl)-3-(2-methoxyphenyl)-1,2,4-oxadiazole). Reaction SMILES: C(Cl)(=O)C(Cl)=O.[CH3:7][O:8][C:9]1[CH:14]=[C:13]([C:15]([OH:17])=O)[CH:12]=[CH:11][C:10]=1[C:18]1[CH:23]=[CH:22][CH:21]=[CH:20][C:19]=1[CH3:24].O[N:26]=[C:27]([C:29]1[CH:34]=[CH:33][CH:32]=[CH:31][C:30]=1[O:35][CH3:36])[NH2:28].CCN(C(C)C)C(C)C>>[CH3:7][O:8][C:9]1[CH:14]=[C:13]([C:15]2[O:17][N:28]=[C:27]([C:29]3[CH:34]=[CH:33][CH:32]=[CH:31][C:30]=3[O:35][CH3:36])[N:26]=2)[CH:12]=[CH:11][C:10]=1[C:18]1[CH:23]=[CH:22][CH:21]=[CH:20][C:19]=1[CH3:24]. Reported procedure: Oxalyl chloride (126 μL; 1.49 mmol; 3 eq.), Intermediate 27 (120 mg; 0.5 mmol; 1 eq.), Intermediate 1 (82 mg; 0.5 mmol, 1 eq.) and DIEA (256 μL; 1.49 mmol; 3 eq.) were reacted according to general procedure 2. Purification by precipitation from DCM/n-pentane afforded the title compound as a brown solid. The reactants are FC=1C=C(C=CC1N1C=NC=C1)N (3-fluoro-4-imidazol-1-yl-phenylamine), C(C1=CC=CC=C1)C1=NC(=NC(=C1)C)Cl (4-benzyl-2-chloro-6-methyl-pyrimidine). The product is C(C1=CC=CC=C1)C1=NC(=NC(=C1)C)NC1=CC(=C(C=C1)N1C=NC=C1)F ((4-Benzyl-6-methyl-pyrimidin-2-yl)-(3-fluoro-4-imidazol-1-yl-phenyl)-amine). Reaction SMILES: [F:1][C:2]1[CH:3]=[C:4]([NH2:13])[CH:5]=[CH:6][C:7]=1[N:8]1[CH:12]=[CH:11][N:10]=[CH:9]1.[CH2:14]([C:21]1[CH:26]=[C:25]([CH3:27])[N:24]=[C:23](Cl)[N:22]=1)[C:15]1[CH:20]=[CH:19][CH:18]=[CH:17][CH:16]=1>>[CH2:14]([C:21]1[CH:26]=[C:25]([CH3:27])[N:24]=[C:23]([NH:13][C:4]2[CH:5]=[CH:6][C:7]([N:8]3[CH:12]=[CH:11][N:10]=[CH:9]3)=[C:2]([F:1])[CH:3]=2)[N:22]=1)[C:15]1[CH:16]=[CH:17][CH:18]=[CH:19][CH:20]=1. Reported procedure: The title compound was prepared from 3-fluoro-4-imidazol-1-yl-phenylamine (81 mg, 0.46 mmol) and 4-benzyl-2-chloro-6-methyl-pyrimidine (100 mg, 0.46 mmol) in analogous manner to the procedure described in example 1e). Obtained as a light yellow wax (40 mg, 24%).